From a dataset of the Open Reaction Database (ORD), a public repository of structured organic reaction records. describe an organic reaction: reactants, conditions, products, and yield Starting materials: C(C)(C)(C)OC(=O)N1C(=CC2=C(C(=CC=C12)F)C#CC(O)C=1N(C=CC1)C(=O)OC(C)(C)C)OC(=O)OC(C)(C)C (2-tert-butoxycarbonyloxy-4-[3-(1-tert-butoxycarbonyl-1H-pyrrol-2-yl)-3-hydroxy-prop-1-ynyl]-5-fluoro-indole-1-carboxylic acid tert-butyl ester). The reagents and catalysts are O=[Mn]=O (MnO2). Solvent: C(Cl)Cl (CH2Cl2). Conditions: time 8 hour. Yields the product C(C)(C)(C)OC(=O)OC=1N(C2=CC=C(C(=C2C1)C#CC(=O)C=1N(C=CC1)C(=O)OC(C)(C)C)F)C(=O)O (2-tert-Butoxycarbonyloxy-4-[3-(1-tert-butoxycarbonyl-1H-pyrrol-2-yl)-3-oxo-prop-1-ynyl]-5-fluoro-indole-1-carboxylic acid), butyl ester. Reaction SMILES: C([O:5][C:6]([N:8]1[C:16]2[C:11](=[C:12]([C:18]#[C:19][CH:20]([C:22]3[N:23]([C:27]([O:29][C:30]([CH3:33])([CH3:32])[CH3:31])=[O:28])[CH:24]=[CH:25][CH:26]=3)[OH:21])[C:13]([F:17])=[CH:14][CH:15]=2)[CH:10]=[C:9]1[O:34][C:35]([O:37][C:38]([CH3:41])([CH3:40])[CH3:39])=[O:36])=[O:7])(C)(C)C>C(Cl)Cl.O=[Mn]=O>[C:38]([O:37][C:35]([O:34][C:9]1[N:8]([C:6]([OH:7])=[O:5])[C:16]2[C:11]([CH:10]=1)=[C:12]([C:18]#[C:19][C:20]([C:22]1[N:23]([C:27]([O:29][C:30]([CH3:32])([CH3:31])[CH3:33])=[O:28])[CH:24]=[CH:25][CH:26]=1)=[O:21])[C:13]([F:17])=[CH:14][CH:15]=2)=[O:36])([CH3:39])([CH3:40])[CH3:41]. Procedure: To a solution of 2-tert-butoxycarbonyloxy-4-[3-(1-tert-butoxycarbonyl-1H-pyrrol-2-yl)-3-hydroxy-prop-1-ynyl]-5-fluoro-indole-1-carboxylic acid tert-butyl ester (from Example 3 above) (7.60 g, 13.3 mmol) in CH2Cl2 (400 ml) was added MnO2 (Aldrich, 11.5 g, 130 mmol) in one portion. The reaction mixture was stirred at room temperature overnight and then filtered through Celite® and the solid was washed with CH2Cl2 (200 mL). The combined filtrates was concentrated in vacuo. 2-tert-Butoxycarbonyloxy-... The reactants are [N+](=O)([O-])C=1C=C2C(=CNC2=CC1)C1CCN(CC1)CC=1N=C(SC1)NC(CC)=O (4-[4-(5-nitro-3-indolyl)piperidinomethyl]-2-propionylaminothiazole), C(C)O (ethanol), [Cl-].[NH4+] (ammonium chloride). The reagents and catalysts are [Fe] (Iron). Solvent: O (water). Conditions: temperature 80 celsius. Product: NC=1C=C2C(=CNC2=CC1)C1CCN(CC1)CC=1N=C(SC1)NC(CC)=O (4-[4-(5-amino-3-indolyl)piperidinomethyl]-2-propionylaminothiazole). Yield: 71.4%. Reaction SMILES: [N+:1]([C:4]1[CH:5]=[C:6]2[C:10](=[CH:11][CH:12]=1)[NH:9][CH:8]=[C:7]2[CH:13]1[CH2:18][CH2:17][N:16]([CH2:19][C:20]2[N:21]=[C:22]([NH:25][C:26](=[O:29])[CH2:27][CH3:28])[S:23][CH:24]=2)[CH2:15][CH2:14]1)([O-])=O.C(O)C.[Cl-].[NH4+]>O.[Fe]>[NH2:1][C:4]1[CH:5]=[C:6]2[C:10](=[CH:11][CH:12]=1)[NH:9][CH:8]=[C:7]2[CH:13]1[CH2:14][CH2:15][N:16]([CH2:19][C:20]2[N:21]=[C:22]([NH:25][C:26](=[O:29])[CH2:27][CH3:28])[S:23][CH:24]=2)[CH2:17][CH2:18]1 |f:2.3|. Reported procedure: A mixture of 4-[4-(5-nitro-3-indolyl)piperidinomethyl]-2-propionylaminothiazole (1.39 g) and ethanol (60 ml) was added to a solution of ammonium chloride (1.08 g) in water (20 ml), followed by stirring at 80° C. Iron (1.13 g) was added thereto and the mixture was refluxed for 2 hours, after which it was filtered. The residue was washed with hot ethanol and the filtrate and washings were combined and concentrated under reduced pressure. The residue was made alkaline to litmus paper with 2N aqueou... Reported procedure: This compound was prepared by reacting the compound of Example 63 with the compound of Example 35. Product: C(C)(C)(C)OC(CC(CC(NOC(C1=CC=CC=C1)(C1=CC=CC=C1)C1=CC=CC=C1)=O)C(NCCC1=CC=C(C=C1)C1=CC(=C(C=C1)OC)OC)=O)=O (3-[2-(3′,4′-Dimethoxy-biphenyl-4-yl)-ethylcarbamoyl]-4-trityloxycarbamoyl-butyric acid tert-butyl ester). Reactants: C(C)(C)(C)OC(CC(C(=O)O)CC(NOC(C1=CC=CC=C1)(C1=CC=CC=C1)C1=CC=CC=C1)=O)=O (2-(Trityloxycarbamoyl-methyl)succinic acid 4-tert-butyl ester), COC=1C=C(C=CC1OC)C1=CC=C(C=C1)CCN (2-(3′,4′-Dimethoxy-biphenyl-4-yl)-ethylamine). As a reaction SMILES: [C:1]([O:5][C:6](=[O:36])[CH2:7][CH:8]([CH2:12][C:13](=[O:35])[NH:14][O:15][C:16]([C:29]1[CH:34]=[CH:33][CH:32]=[CH:31][CH:30]=1)([C:23]1[CH:28]=[CH:27][CH:26]=[CH:25][CH:24]=1)[C:17]1[CH:22]=[CH:21][CH:20]=[CH:19][CH:18]=1)[C:9]([OH:11])=O)([CH3:4])([CH3:3])[CH3:2].[CH3:37][O:38][C:39]1[CH:40]=[C:41]([C:47]2[CH:52]=[CH:51][C:50]([CH2:53][CH2:54][NH2:55])=[CH:49][CH:48]=2)[CH:42]=[CH:43][C:44]=1[O:45][CH3:46]>>[C:1]([O:5][C:6](=[O:36])[CH2:7][CH:8]([C:9](=[O:11])[NH:55][CH2:54][CH2:53][C:50]1[CH:51]=[CH:52][C:47]([C:41]2[CH:42]=[CH:43][C:44]([O:45][CH3:46])=[C:39]([O:38][CH3:37])[CH:40]=2)=[CH:48][CH:49]=1)[CH2:12][C:13](=[O:35])[NH:14][O:15][C:16]([C:29]1[CH:34]=[CH:33][CH:32]=[CH:31][CH:30]=1)([C:17]1[CH:22]=[CH:21][CH:20]=[CH:19][CH:18]=1)[C:23]1[CH:24]=[CH:25][CH:26]=[CH:27][CH:28]=1)([CH3:3])([CH3:4])[CH3:2]. The reactants are C(C=C)(=O)O (acrylic acid), C(\C=C/C(=O)O)(=O)O (maleic acid), C1([C@H]2[C@@H](C(=O)O1)CC=CC2)=O (cis-1,2,3,6-tetrahydrophthalic anhydride), ferrous sulfate heptahydrate, S(=O)(=O)([O-])[O-] (sulfate), [OH-].[Na+] (sodium hydroxide), initiator, C(C=C)(=O)O (acrylic acid), [OH-].[Na+] (sodium hydroxide), S(=O)(=O)([O-])OOS(=O)(=O)[O-].[Na+].[Na+] (sodium persulfate), S(=O)(=O)([O-])S(=O)[O-].[Na+].[Na+] (sodium metabisulfite). The solvent is O (water), O (water), O (water), O (water), O (water). Conditions: temperature 91 celsius, time 2 minute. Yields the product S(=O)(=O)([O-])OOS(=O)(=O)[O-].[Na+].[Na+] (sodium persulfate), OO (hydrogen peroxide). RXN SMILES: C(O)(=O)/C=C\C(O)=O.C1(=O)OC(=O)[C@H]2CC=CC[C@@H]12.S([O-])([O-])(=O)=O.[OH-].[Na+:26].C(O)(=O)C=C.[S:32]([O:36][O:37][S:38]([O-:41])(=[O:40])=[O:39])([O-:35])(=[O:34])=[O:33].[Na+].[Na+].S(S([O-])=O)([O-])(=O)=O.[Na+].[Na+]>O>[S:32]([O:36][O:37][S:38]([O-:41])(=[O:40])=[O:39])([O-:35])(=[O:34])=[O:33].[Na+:26].[Na+:26].[OH:36][OH:37] |f:3.4,6.7.8,9.10.11,13.14.15|. Procedure details: To a one liter, 4-neck flask equipped with a mechanical stirrer, reflux condenser, thermometer, and inlets for the gradual addition of monomer and initiator solution was added 50.0 grams of deionized water, 40.0 grams of maleic acid, 44.7 grams of cis-1,2,3,6-tetrahydrophthalic anhydride, 6.0 grams of a 0.15% aqueous ferrous sulfate heptahydrate solution, 1.3 grams of a 0.15% aqueous coppper sulfate solution and 87.0 grams of 50% by weight aqueous sodium hydroxide. The contents of the flask were...